Dataset: the Open Reaction Database (ORD), a public repository of structured organic reaction records. Task: describe an organic reaction: reactants, conditions, products, and yield Starting materials: C1CCOC1, CCCC(NC(=O)C1CC(O)CC1C(=O)OC)C(=O)OC(C)(C)C, CC(C)OC(=O)N=NC(=O)OC(C)C, COc1ccc2c(O)cc(-c3ccccc3)nc2c1, c1ccc(P(c2ccccc2)c2ccccc2)cc1. Product: CCCC(NC(=O)C1CC(Oc2cc(-c3ccccc3)nc3cc(OC)ccc23)CC1C(=O)OC)C(=O)OC(C)(C)C. RXN SMILES: [CH2:77]1[O:78][CH2:79][CH2:80][CH2:81]1.[CH3:1][O:2][C:3](=[O:4])[CH:5]1[CH:6]([C:11]([NH:12][CH:13]([CH2:14][CH2:15][CH3:16])[C:17](=[O:18])[O:19][C:20]([CH3:21])([CH3:22])[CH3:23])=[O:24])[CH2:7][CH:8]([OH:10])[CH2:9]1.[O:63]=[C:64]([O:65][CH:66]([CH3:67])[CH3:68])[N:69]=[N:70][C:71]([O:72][CH:73]([CH3:74])[CH3:75])=[O:76].[c:25]1(-[c:31]2[n:32][c:33]3[cH:34][c:35]([O:42][CH3:43])[cH:36][cH:37][c:38]3[c:39]([OH:41])[cH:40]2)[cH:26][cH:27][cH:28][cH:29][cH:30]1.[c:44]1([P:45]([c:46]2[cH:47][cH:48][cH:49][cH:50][cH:51]2)[c:52]2[cH:53][cH:54][cH:55][cH:56][cH:57]2)[cH:58][cH:59][cH:60][cH:61][cH:62]1>>[CH3:1][O:2][C:3](=[O:4])[CH:5]1[CH:6]([C:11]([NH:12][CH:13]([CH2:14][CH2:15][CH3:16])[C:17](=[O:18])[O:19][C:20]([CH3:21])([CH3:22])[CH3:23])=[O:24])[CH2:7][CH:8]([O:10][c:39]2[c:38]3[c:33]([n:32][c:31](-[c:25]4[cH:26][cH:27][cH:28][cH:29][cH:30]4)[cH:40]2)[cH:34][c:35]([O:42][CH3:43])[cH:36][cH:37]3)[CH2:9]1. Reported procedure: The same procedures as in Example 60 were carried out from the compound obtained in Example 2 (5.0 g), 1 mol/L of an aqueous sodium hydroxide solution (37 mL), and methanol (300 mL), to give the captioned compound (4.3 g, 94%) as crystals. Reaction SMILES: C([O:4][C:5]1[CH:10]=[CH:9][CH:8]=[CH:7][C:6]=1[CH:11]=[CH:12][C:13]([NH:15][C@H:16]([C:27]([O:29]C)=[O:28])[CH2:17][C:18]1[C:26]2[C:21](=[CH:22][CH:23]=[CH:24][CH:25]=2)[NH:20][CH:19]=1)=[O:14])(=O)C.[OH-].[Na+:32]>CO>[OH:4][C:5]1[CH:10]=[CH:9][CH:8]=[CH:7][C:6]=1[CH:11]=[CH:12][C:13]([NH:15][C@H:16]([C:27]([O-:29])=[O:28])[CH2:17][C:18]1[C:26]2[C:21](=[CH:22][CH:23]=[CH:24][CH:25]=2)[NH:20][CH:19]=1)=[O:14].[Na+:32] |f:1.2,4.5|. The reactants are C(C)(=O)OC1=C(C=CC=C1)C=CC(=O)N[C@@H](CC1=CNC2=CC=CC=C12)C(=O)OC (Methyl Nα-[3-(2-Acetoxyphenyl)acryloyl]-L-Tryptophanate), [OH-].[Na+] (sodium hydroxide). Yield: 94.0%. Product: OC1=C(C=CC=C1)C=CC(=O)N[C@@H](CC1=CNC2=CC=CC=C12)C(=O)[O-].[Na+] (Sodium Nα-[3-(2-Hydroxyphenyl)acryloyl]-L-Tryptophanate). The solvent is CO (methanol). Starting materials: diester, diketodiesters, hydrocarbyl, C(C1=CC=C(C(=O)O)C=C1)(=O)O (terephthalic acid), disubstituted monophenol, F (hydrogen fluoride), CC1=C(C(=CC=C1)C)O (2,6-dimethylphenol), B(F)(F)F (boron trifluoride), F (hydrogen fluoride), B(F)(F)F (boron trifluoride), ClCl (chlorine), [H][H] (hydrogen), 2,6-dimethyl- or 2,6-dichlorophenol. Conditions: temperature 50 celsius, time 4 hour. Yields the product CC=1C=C(C(=O)C2=CC=C(C=C2)C(C2=CC(=C(C(=C2)C)O)C)=O)C=C(C1O)C (1,4-bis(3,5-dimethyl-4-hydroxybenzoyl)benzene). The yield is 79.0%. RXN SMILES: ClCl.[H][H].F.B(F)(F)F.[C:10]([OH:21])(=O)[C:11]1[CH:19]=[CH:18][C:14]([C:15]([OH:17])=O)=[CH:13][CH:12]=1.[CH3:22][C:23]1[CH:28]=[CH:27][CH:26]=[C:25]([CH3:29])[C:24]=1[OH:30]>>[CH3:22][C:23]1[CH:28]=[C:27]([CH:26]=[C:25]([CH3:29])[C:24]=1[OH:30])[C:15]([C:14]1[CH:13]=[CH:12][C:11]([C:10](=[O:21])[C:27]2[CH:26]=[C:25]([CH3:29])[C:24]([OH:30])=[C:23]([CH3:22])[CH:28]=2)=[CH:19][CH:18]=1)=[O:17]. Procedure details: The diketodiols and diketodiesters of the formula ##STR8## where X is methyl or chlorine, Ar is m- or p-phenylene and R is hydrogen or hydrocarbyl of from 1-10 carbon atoms are prepared by reacting, under anhydrous conditions, a disubstituted monophenol, such as 2,6-dimethyl- or 2,6-dichlorophenol with terephthalic (for Ar=p-phenylene) or isophthalic (for Ar=m-phenylene) acid (or its diester) or hydrogen fluoride in the presence of boron trifluoride. The reaction is allowed to proceed to about 0... Starting materials: FC=1C=C(C(=O)NC2=CC=C(C3=CC=CC=C23)OC2=NC(=NC=C2)S(=O)(=O)C)C=C(C1)N1CCOCC1 (3-fluoro-N-(4-{[2-(methylsulfonyl)pyrimidin-4-yl]oxy}-1-naphthyl)-5-morpholin-4-ylbenzamide), N1(CCCCC1)CCN (2-piperidin-1-yl-ethylamine). The product is FC=1C=C(C(=O)NC2=CC=C(C3=CC=CC=C23)OC2=NC(=NC=C2)NCCN2CCCCC2)C=C(C1)N1CCOCC1 (3-Fluoro-5-morpholin-4-yl-N-[4-({2-[(2-piperidin-1-ylethyl)amino]pyrimidin-4-yl}oxy)-1-naphthyl]benzamide). As a reaction SMILES: [F:1][C:2]1[CH:3]=[C:4]([CH:29]=[C:30]([N:32]2[CH2:37][CH2:36][O:35][CH2:34][CH2:33]2)[CH:31]=1)[C:5]([NH:7][C:8]1[C:17]2[C:12](=[CH:13][CH:14]=[CH:15][CH:16]=2)[C:11]([O:18][C:19]2[CH:24]=[CH:23][N:22]=[C:21](S(C)(=O)=O)[N:20]=2)=[CH:10][CH:9]=1)=[O:6].[N:38]1([CH2:44][CH2:45][NH2:46])[CH2:43][CH2:42][CH2:41][CH2:40][CH2:39]1>>[F:1][C:2]1[CH:3]=[C:4]([CH:29]=[C:30]([N:32]2[CH2:37][CH2:36][O:35][CH2:34][CH2:33]2)[CH:31]=1)[C:5]([NH:7][C:8]1[C:17]2[C:12](=[CH:13][CH:14]=[CH:15][CH:16]=2)[C:11]([O:18][C:19]2[CH:24]=[CH:23][N:22]=[C:21]([NH:46][CH2:45][CH2:44][N:38]3[CH2:43][CH2:42][CH2:41][CH2:40][CH2:39]3)[N:20]=2)=[CH:10][CH:9]=1)=[O:6]. Procedure: Compound is prepared from 3-fluoro-N-(4-{[2-(methylsulfonyl)pyrimidin-4-yl]oxy}-1-naphthyl)-5-morpholin-4-ylbenzamide and 2-piperidin-1-yl-ethylamine according to conditions described in general procedure C. Mp: 98-100° C.; 1H NMR (400 MHz, DMSO-d6) δ 1.42 (bs, 6 H), 2.06 (s, 2 H), 2.33 (s, 4 H), 2.55-2.94 (m, 2 H), 3.26 (t, J=4.4 Hz, 4 H), 3.77 (t, J=4.8 Hz, 4 H), 6.20-6.35 (bd, 1H), 6.95 (s, 1H), 7.04 (d, J=12.0 Hz, 1H), 7.26 (d, J=8.4 Hz, 1H), 7.40 (d, J=8.0 Hz, 1H), 7.48 (s, 1H), 7.55-7.61 (... Reactants: C(C1=CC=CC=C1)(=O)C1=CC2=C(N(C(N2)=O)CC2=CC=C(C=C2)OC)C=C1 (5-benzoyl-1-(4-methoxybenzyl)-2H-benzimidazol-2-one), [H-].[Na+] (sodium hydride), Cl.ClCCN(C)C (chloroethyldimethylamine hydrochloride). Solvent: O (water), CS(=O)C (dimethylsulfoxide). Conditions: time 30 minute. The product is C(C1=CC=CC=C1)(=O)C1=CC2=C(N(C(N2CCN(C)C)=O)CC2=CC=C(C=C2)OC)C=C1 (5-benzoyl-1,3-dihydro-3-(2-dimethylaminoethyl)-1-(4-methoxybenzyl)-2H-benzimidazol-2-one). Yield: 87.3%. Reaction SMILES: [C:1]([C:9]1[CH:27]=[CH:26][C:12]2[N:13]([CH2:17][C:18]3[CH:23]=[CH:22][C:21]([O:24][CH3:25])=[CH:20][CH:19]=3)[C:14](=[O:16])[NH:15][C:11]=2[CH:10]=1)(=[O:8])[C:2]1[CH:7]=[CH:6][CH:5]=[CH:4][CH:3]=1.[H-].[Na+].Cl.Cl[CH2:32][CH2:33][N:34]([CH3:36])[CH3:35]>CS(C)=O.O>[C:1]([C:9]1[CH:27]=[CH:26][C:12]2[N:13]([CH2:17][C:18]3[CH:19]=[CH:20][C:21]([O:24][CH3:25])=[CH:22][CH:23]=3)[C:14](=[O:16])[N:15]([CH2:32][CH2:33][N:34]([CH3:36])[CH3:35])[C:11]=2[CH:10]=1)(=[O:8])[C:2]1[CH:3]=[CH:4][CH:5]=[CH:6][CH:7]=1 |f:1.2,3.4|. Procedure details: To a solution of 1.09 g of 5-benzoyl-1-(4-methoxybenzyl)-2H-benzimidazol-2-one in 10 ml of dimethylsulfoxide was added at room temperature 0.27 g of 60% dispersion of sodium hydride in mineral oil. After being stirred for 30 minutes, the reaction mixture was treated with 0.48 g of chloroethyldimethylamine hydrochloride at room temperature for 2 hours and at 55° C for 3 hours, diluted with water and extracted with ethyl acetate. The ethyl acetate layer was extracted with 10% hydrogen chloride. Th... The reactants are Nc1ccc(Br)cc1[N+](=O)[O-], Cc1ccccc1, OB(O)C1CC1, PC1CCCCC1, ClCCl, [K+], [K+], [K+], CC(=O)[O-], CC(=O)[O-], O, O=P([O-])([O-])[O-], [Pd+2]. The product is Nc1ccc(C2CC2)cc1[N+](=O)[O-]. Reaction SMILES: [Br:1][c:2]1[cH:3][c:4]([N+:9](=[O:10])[O-:11])[c:5]([NH2:6])[cH:7][cH:8]1.[CH3:33][c:34]1[cH:35][cH:36][cH:37][cH:38][cH:39]1.[CH:12]1([B:15]([OH:16])[OH:17])[CH2:13][CH2:14]1.[CH:26]1([PH2:27])[CH2:28][CH2:29][CH2:30][CH2:31][CH2:32]1.[Cl:50][CH2:51][Cl:52].[K+:23].[K+:24].[K+:25].[O-:41][C:42]([CH3:43])=[O:44].[O-:45][C:46]([CH3:47])=[O:48].[OH2:49].[P:18]([O-:19])([O-:20])([O-:21])=[O:22].[Pd+2:40]>>[c:2]1([CH:12]2[CH2:13][CH2:14]2)[cH:3][c:4]([N+:9](=[O:10])[O-:11])[c:5]([NH2:6])[cH:7][cH:8]1. Reactants: ClC1=CC=C2C(C(=O)OC(N2)=O)=C1 (5-chloroisatoic anhydride), ClC1=CC=C2C(C(NC2=C1)=O)=O (6-chloroisatin), FC=1C=C2C(C(NC2=CC1)=O)=O (5-fluoroisatin). Yields the product ClC1=CC=C2C(C3=NC4=CC=CC=C4C(N3C2=C1)=O)=O (9-Chloroindolo[2,1-b]quinazoline-6,12-dione). Isolated yield 14.0%. Reaction SMILES: Cl[C:2]1[CH:13]=[C:6]2[C:7](OC(=O)[NH:11][C:5]2=[CH:4][CH:3]=1)=[O:8].[Cl:14][C:15]1[CH:23]=[C:22]2[C:18]([C:19](=[O:25])[C:20](=O)[NH:21]2)=[CH:17][CH:16]=1.FC1C=C2C(=CC=1)NC(=O)C2=O>>[Cl:14][C:15]1[CH:23]=[C:22]2[C:18]([C:19](=[O:25])[C:20]3[N:21]2[C:7](=[O:8])[C:6]2[C:5](=[CH:4][CH:3]=[CH:2][CH:13]=2)[N:11]=3)=[CH:17][CH:16]=1. Procedure details: Using the procedure in Example 12 and substituting isatoic anhydride for 5-chloroisatoic anhydride and 6-chloroisatin for 5-fluoroisatin gave the title compound in 14% yield: mp 300.6°-303.1° C.; 1H NMR (300 MHz, DMSO-d6) δ 8.49 (d, 1H) 8.35 (d, 1H) 7.89 (d, 2H) 7.94 (d, 1H) 7.72-7.82 (m, 1H) 7.55-7.62 (m, 1H); MS (M+CH4CN)+ 324.